Task: describe an organic reaction: reactants, conditions, products, and yield. Dataset: the Open Reaction Database (ORD), a public repository of structured organic reaction records The reactants are C#CCBr, C[N+](C)(C)Cc1ccccc1, [Cl-], ClCCl, [Na+], [OH-], O, CCC(CO)n1cnc2cnc3ccccc3c21. The product is C#CCOCC(CC)n1cnc2cnc3ccccc3c21. RXN SMILES: [CH2:21]([C:22]#[CH:23])[Br:24].[CH2:26]([N+:27]([CH3:28])([CH3:29])[CH3:30])[c:31]1[cH:32][cH:33][cH:34][cH:35][cH:36]1.[Cl-:25].[Cl:37][CH2:38][Cl:39].[Na+:20].[OH-:19].[OH2:40].[n:1]1([CH:14]([CH2:15][OH:16])[CH2:17][CH3:18])[cH:2][n:3][c:4]2[cH:5][n:6][c:7]3[cH:8][cH:9][cH:10][cH:11][c:12]3[c:13]12>>[n:1]1([CH:14]([CH2:15][O:16][CH2:23][C:22]#[CH:21])[CH2:17][CH3:18])[cH:2][n:3][c:4]2[cH:5][n:6][c:7]3[cH:8][cH:9][cH:10][cH:11][c:12]3[c:13]12. Starting materials: O=C([O-])[O-], CCC(C)=O, Fc1ccc(CBr)cc1F, [K+], [K+], O, NC(=O)CCc1ccc(O)cc1. Product: NC(=O)CCc1ccc(OCc2ccc(F)c(F)c2)cc1. As a reaction SMILES: [C:13](=[O:14])([O-:15])[O-:16].[CH3:29][C:30]([CH2:31][CH3:32])=[O:33].[F:19][c:20]1[cH:21][c:22]([CH2:23][Br:24])[cH:25][cH:26][c:27]1[F:28].[K+:17].[K+:18].[OH2:34].[OH:1][c:2]1[cH:3][cH:4][c:5]([CH2:8][CH2:9][C:10](=[O:11])[NH2:12])[cH:6][cH:7]1>>[O:1]([c:2]1[cH:3][cH:4][c:5]([CH2:8][CH2:9][C:10](=[O:11])[NH2:12])[cH:6][cH:7]1)[CH2:23][c:22]1[cH:21][c:20]([F:19])[c:27]([F:28])[cH:26][cH:25]1.